From a dataset of the Open Reaction Database (ORD), a public repository of structured organic reaction records. describe an organic reaction: reactants, conditions, products, and yield Starting materials: ClCCN(C(=O)OC(C)(C)C)CCCl (bis(2-chloroethyl)-N-(1,1-dimethylethoxy)carbonyl amine), CC1=C(C=CC=C1)CC#N (2-methylphenyl acetonitrile), [H-].[Na+] (NaH). The solvent is C1CCOC1.CN(C)C=O (THF DMF). Product: C(#N)C1(CCN(CC1)C(=O)OC(C)(C)C)C1=C(C=CC=C1)C (4-cyano-N-(1,1-dimethylethoxy)carbonyl-4-(2-methylphenyl) piperidine). As a reaction SMILES: Cl[CH2:2][CH2:3][N:4]([CH2:12][CH2:13]Cl)[C:5]([O:7][C:8]([CH3:11])([CH3:10])[CH3:9])=[O:6].[CH3:15][C:16]1[CH:21]=[CH:20][CH:19]=[CH:18][C:17]=1[CH2:22][C:23]#[N:24].[H-].[Na+]>C1COCC1.CN(C=O)C>[C:23]([C:22]1([C:17]2[CH:18]=[CH:19][CH:20]=[CH:21][C:16]=2[CH3:15])[CH2:13][CH2:12][N:4]([C:5]([O:7][C:8]([CH3:11])([CH3:10])[CH3:9])=[O:6])[CH2:3][CH2:2]1)#[N:24] |f:2.3,4.5|. Procedure details: A solution of bis(2-chloroethyl)-N-(1,1-dimethylethoxy)carbonyl amine (1.438 g, 5.94 mmol) and 2-methylphenyl acetonitrile (600 mg, 3.96 mmol) in a 4:1 mixture of THF/DMF (15 mL) was treated with NaH (357.9 mg, 8.7 mmol) at 60° C. (3 d). The solvent was removed in vacuo, the residue dissolved in EtOAc (200 ml) and washed with saturated NaHCO3 (50 ml), H20 (2×50 ml), and saturated aqueous NaCl (50 ml), dried (Na2SO4) and concentrated in vacuo. PCTLC (SiO2, 6mm, 100% hexane) afforded 4-cyano-N-(1,...